The task is: describe an organic reaction: reactants, conditions, products, and yield. This data is from the Open Reaction Database (ORD), a public repository of structured organic reaction records. Product: NC/C=C/C=1C=C(C#N)C=CC1OCOCCOC ((E)-3-(3-Aminopropenyl)-4-(2-methoxy-ethoxymethoxy)benzonitrile). Reaction SMILES: O=C1C2C(=CC=CC=2)C(=O)[N:3]1[CH2:12]/[CH:13]=[CH:14]/[C:15]1[CH:16]=[C:17]([CH:20]=[CH:21][C:22]=1[O:23][CH2:24][O:25][CH2:26][CH2:27][O:28][CH3:29])[C:18]#[N:19].NN.O>C(O)C>[NH2:3][CH2:12]/[CH:13]=[CH:14]/[C:15]1[CH:16]=[C:17]([CH:20]=[CH:21][C:22]=1[O:23][CH2:24][O:25][CH2:26][CH2:27][O:28][CH3:29])[C:18]#[N:19] |f:1.2|. The reactants are O=C1N(C(C2=CC=CC=C12)=O)C/C=C/C=1C=C(C#N)C=CC1OCOCCOC ((E)-3-[3-(1,3-Dioxo-1,3-dihydro-isoindol-2-yl)propenyl]-4-(2-methoxy-ethoxymethoxy)benzonitrile), NN.O (NH2NH2 hydrate). The yield is 90.0%. Reported procedure: (E)-3-[3-(1,3-Dioxo-1,3-dihydro-isoindol-2-yl)propenyl]-4-(2-methoxy-ethoxymethoxy)benzonitrile (3.1 g, 8.0 mmol) and NH2NH2 hydrate (0.96 mL, 20 mmol) in ethanol (100 mL) is refluxed for 1.5 hours. The mixture is concentrated, treated with aqueous NaOH, and extracted with CH2Cl2 (3×). The CH2Cl2 layer is dried and concentrated to obtain the product as a clear oil (1.9 g, 7.2 mmol). 1H NMR (CDCl3, 300 MHz) δ7.70 (d, 1H), 7.47 (dd, 1H), 7.22 (d, 1H), 6.75 (d, 1H), 6.34 (m, 1H), 5.35 (s, 2H), 3.80... Solvent: C(C)O (ethanol). The reactants are BrCCc1c[nH]c2ccccc12, O=C([O-])O, CS(C)=O, [Na+], O, COc1ccc(C(=O)C2CCNCC2)c(O)c1. Yields the product COc1ccc(C(=O)C2CCN(CCc3c[nH]c4ccccc34)CC2)c(O)c1. RXN SMILES: [Br:18][CH2:19][CH2:20][c:21]1[cH:22][nH:23][c:24]2[cH:25][cH:26][cH:27][cH:28][c:29]12.[C:30](=[O:31])([OH:32])[O-:33].[CH3:36][S:37]([CH3:38])=[O:39].[Na+:34].[OH2:35].[OH:1][c:2]1[c:3]([C:4](=[O:5])[CH:6]2[CH2:7][CH2:8][NH:9][CH2:10][CH2:11]2)[cH:12][cH:13][c:14]([O:16][CH3:17])[cH:15]1>>[OH:1][c:2]1[c:3]([C:4](=[O:5])[CH:6]2[CH2:7][CH2:8][N:9]([CH2:19][CH2:20][c:21]3[cH:22][nH:23][c:24]4[cH:25][cH:26][cH:27][cH:28][c:29]34)[CH2:10][CH2:11]2)[cH:12][cH:13][c:14]([O:16][CH3:17])[cH:15]1.